Dataset: the Open Reaction Database (ORD), a public repository of structured organic reaction records. Task: describe an organic reaction: reactants, conditions, products, and yield The reactants are [BH3-]C#N, COC(CCN1CCCC1)OC, CCO, CC(=O)O, Cl, N#Cc1cnc2ccc(N)cc2c1Nc1cccc(Br)c1, [Na+], O. Product: N#Cc1cnc2ccc(NCCCN3CCCC3)cc2c1Nc1cccc(Br)c1. As a reaction SMILES: [C:35]([BH3-:36])#[N:37].[CH3:1][O:2][CH:3]([CH2:4][CH2:5][N:6]1[CH2:7][CH2:8][CH2:9][CH2:10]1)[O:11][CH3:12].[CH3:40][CH2:41][OH:42].[CH3:43][C:44](=[O:45])[OH:46].[ClH:13].[NH2:14][c:15]1[cH:16][c:17]2[c:18]([NH:27][c:28]3[cH:29][c:30]([Br:34])[cH:31][cH:32][cH:33]3)[c:19]([C:25]#[N:26])[cH:20][n:21][c:22]2[cH:23][cH:24]1.[Na+:38].[OH2:39]>>[CH2:3]([CH2:4][CH2:5][N:6]1[CH2:7][CH2:8][CH2:9][CH2:10]1)[NH:14][c:15]1[cH:16][c:17]2[c:18]([NH:27][c:28]3[cH:29][c:30]([Br:34])[cH:31][cH:32][cH:33]3)[c:19]([C:25]#[N:26])[cH:20][n:21][c:22]2[cH:23][cH:24]1. The reactants are COC(CNC(C1=C(C=C(C(=C1)Cl)OC1=C(C=NC=C1)C(=O)N1CCN(C2=CC=CC=C12)C1CC1)Cl)=O)=O ({2,5-Dichloro-4-[3-(4-cyclopropyl-3,4-dihydro-2H-quinoxaline-1-carbonyl)-pyridin-4-yloxy]-benzoylamino}-acetic acid methyl ester), COC(CCC(CCC(=O)OC)N)=O (4-amino-heptanedioic acid dimethyl ester). The solvent is CCCCCCC.C(C)(=O)OCC (n-heptane ethyl acetate). Product: COC(CCC(CCC(=O)OC)NC(C1=C(C=C(C(=C1)Cl)OC1=C(C=NC=C1)C(=O)N1CCN(C2=CC=CC=C12)C1CC1)Cl)=O)=O (4-{2,5-Dichloro-4-[3-(4-cyclopropyl-3,4-dihydro-2H-quinoxaline-1-carbonyl)-pyridin-4-yloxy]-benzoylamino}-heptanedioic acid dimethyl ester). RXN SMILES: COC(=O)C[NH:5][C:6](=[O:37])[C:7]1[CH:12]=[C:11]([Cl:13])[C:10]([O:14][C:15]2[CH:20]=[CH:19][N:18]=[CH:17][C:16]=2[C:21]([N:23]2[C:32]3[C:27](=[CH:28][CH:29]=[CH:30][CH:31]=3)[N:26]([CH:33]3[CH2:35][CH2:34]3)[CH2:25][CH2:24]2)=[O:22])=[CH:9][C:8]=1[Cl:36].[CH3:39][O:40][C:41](=[O:52])[CH2:42][CH2:43][CH:44](N)[CH2:45][CH2:46][C:47]([O:49][CH3:50])=[O:48]>CCCCCCC.C(OCC)(=O)C>[CH3:50][O:49][C:47](=[O:48])[CH2:46][CH2:45][CH:44]([NH:5][C:6](=[O:37])[C:7]1[CH:12]=[C:11]([Cl:13])[C:10]([O:14][C:15]2[CH:20]=[CH:19][N:18]=[CH:17][C:16]=2[C:21]([N:23]2[C:32]3[C:27](=[CH:28][CH:29]=[CH:30][CH:31]=3)[N:26]([CH:33]3[CH2:34][CH2:35]3)[CH2:25][CH2:24]2)=[O:22])=[CH:9][C:8]=1[Cl:36])[CH2:43][CH2:42][C:41]([O:40][CH3:39])=[O:52] |f:2.3|. Procedure: The title compound was prepared in analogy to Example 1, from 2,5-dichloro-4-[3-(4-cyclopropyl-3,4-dihydro-2H-quinoxaline-1-carbonyl)-pyridin-4-yloxy]-benzoic acid (Example 29, intermediate) and 4-amino-heptanedioic acid dimethyl ester (J. Am. Chem. Soc. 2005, 127 (50), 17877-17887) and using a gradient of n-heptane:ethyl acetate (100:0 to 0:100) for the chromatographic purification. Light brown foam (69%). MS (ESI): m/z=669.19 [M+H]+. The reactants are Clc1nc(Cc2ccccc2)ns1, N. Product: Nc1nc(Cc2ccccc2)ns1. RXN SMILES: [CH2:1]([c:2]1[cH:3][cH:4][cH:5][cH:6][cH:7]1)[c:8]1[n:9][s:10][c:11]([Cl:13])[n:12]1.[NH3:14]>>[CH2:1]([c:2]1[cH:3][cH:4][cH:5][cH:6][cH:7]1)[c:8]1[n:9][s:10][c:11]([NH2:14])[n:12]1.